From a dataset of the Open Reaction Database (ORD), a public repository of structured organic reaction records. describe an organic reaction: reactants, conditions, products, and yield Starting materials: C(C=C)(=O)[O-].[Na+] (sodium acrylate), C(C=C)(=O)O (acrylic acid), C1(\C=C/C(=O)O1)=O (maleic anhydride), [OH-].[Na+] (sodium hydroxide), S(=O)(=O)([O-])OOS(=O)(=O)[O-].[NH4+].[NH4+] (ammonium persulfate), [Na] (sodium). Yields the product C(\C=C/C(=O)[O-])(=O)[O-].[Na+].[Na+] (sodium maleate). As a reaction SMILES: [C:1]([O-:5])(=[O:4])[CH:2]=[CH2:3].[Na+:6].[C:7]([OH:11])(=[O:10])C=C.C1(=O)OC(=O)C=C1.[OH-].[Na+].S(OOS([O-])(=O)=O)([O-])(=O)=O.[NH4+].[NH4+].[Na]>>[C:7]([O-:11])(=[O:10])/[CH:3]=[CH:2]\[C:1]([O-:5])=[O:4].[Na+:6].[Na+:6] |f:0.1,4.5,6.7.8,10.11.12,^1:32|. Reported procedure: An aqueous sodium acrylate solution and an aqueous sodium maleate solution were prepared by neutralizing acrylic acid and maleic anhydride, respectively, with an aqueous sodium hydroxide solution. The aqueous solution polymerization of the two solutions was effected in the presence of ammonium persulfate at 100° C. for 5 h to obtain a dyeability-improving agent comprising sodium salt of the copolymer. Starting materials: CC(C(=O)O)(CC1=CC=CC=C1)C (2,2-dimethyl-3-phenylpropanoic acid), C(C(=O)Cl)(=O)Cl (oxalyl chloride). The reagents and catalysts are CN(C=O)C (dimethylformamide). The solvent is C(Cl)(Cl)Cl (chloroform). Reaction conditions: temperature 0 celsius, time 1 hour. Product: CC(C(=O)Cl)(CC1=CC=CC=C1)C (2,2-dimethyl-3-phenylpropanoyl chloride). As a reaction SMILES: [CH3:1][C:2]([CH3:13])([CH2:6][C:7]1[CH:12]=[CH:11][CH:10]=[CH:9][CH:8]=1)[C:3](O)=[O:4].C(Cl)(=O)C([Cl:17])=O>C(Cl)(Cl)Cl.CN(C)C=O>[CH3:1][C:2]([CH3:13])([CH2:6][C:7]1[CH:12]=[CH:11][CH:10]=[CH:9][CH:8]=1)[C:3]([Cl:17])=[O:4]. Reported procedure: A solution of 2,2-dimethyl-3-phenylpropanoic acid (0.856 g, 4.8 mmol) in chloroform (6 mL) at 0° C. was treated with oxalyl chloride (3.05 g, 24 mmol) and 1 drop of dimethylformamide. The reaction solution was stirred for 1 h at 0° C. The ice bath was removed and the reaction mixture stirred at room temperature over night. The solvent was removed under reduced pressure and dried under high vacuum to afford a quantitative amount of 2,2-dimethyl-3-phenylpropanoyl chloride. The oil was directly use... The reactants are COc1ccc(-c2ccc(C=O)o2)cc1OC, CC(=O)[O-], Cl, NO, [Na+], O. The product is COc1ccc(-c2ccc(C=NO)o2)cc1OC. Reaction SMILES: [CH3:1][O:2][c:3]1[cH:4][c:5](-[c:11]2[cH:12][cH:13][c:14]([CH:16]=[O:17])[o:15]2)[cH:6][cH:7][c:8]1[O:9][CH3:10].[CH3:22][C:23](=[O:24])[O-:25].[ClH:18].[NH2:19][OH:20].[Na+:21].[OH2:26]>>[CH3:1][O:2][c:3]1[cH:4][c:5](-[c:11]2[cH:12][cH:13][c:14]([CH:16]=[N:19][OH:20])[o:15]2)[cH:6][cH:7][c:8]1[O:9][CH3:10]. The reactants are [C@@H]12[C@@H](C[C@@H](CC1)C2)NC2=NC=C(C(=N2)C(F)(F)F)CCl (rac-N-[(1R,2R,4S)-bicyclo[2.2.1]hept-2-yl]-5-(chloromethyl)-4-(trifluoromethyl)pyrimidin-2-amine), N1CCOCC1 (morpholine). Run in CN(C=O)C (N,N-dimethyl formamide). Reaction conditions: time 15 hour. The product is Cl.[C@@H]12[C@@H](C[C@@H](CC1)C2)NC2=NC=C(C(=N2)C(F)(F)F)CN2CCOCC2 (rac-N-[(1R,2R,4S)-bicyclo[2.2.1]hept-2-yl]-5-(morpholin-4-ylmethyl)-4-(trifluoromethyl)pyrimidin-2-amine hydrochloride). RXN SMILES: [C@H:1]12[CH2:7][C@H:4]([CH2:5][CH2:6]1)[CH2:3][C@H:2]2[NH:8][C:9]1[N:14]=[C:13]([C:15]([F:18])([F:17])[F:16])[C:12]([CH2:19][Cl:20])=[CH:11][N:10]=1.[NH:21]1[CH2:26][CH2:25][O:24][CH2:23][CH2:22]1>CN(C)C=O>[ClH:20].[C@H:1]12[CH2:7][C@H:4]([CH2:5][CH2:6]1)[CH2:3][C@H:2]2[NH:8][C:9]1[N:14]=[C:13]([C:15]([F:18])([F:17])[F:16])[C:12]([CH2:19][N:21]2[CH2:26][CH2:25][O:24][CH2:23][CH2:22]2)=[CH:11][N:10]=1 |f:3.4|. Procedure: To a mixture of rac-N-[(1R,2R,4S)-bicyclo[2.2.1]hept-2-yl]-5-(chloromethyl)-4-(trifluoromethyl)pyrimidin-2-amine (200 mg) and N,N-dimethyl formamide (3 mL) was added morpholine (0.57 mL), and the mixture was stirred at room temperature for 15 hours. The solvent was evaporated under reduced pressure from the reaction mixture, and water was added to the residue, followed by extraction with ethyl acetate. The organic layer was washed with water and saturated brine, and dried over anhydrous magnesiu... Reactants: COC(=O)C(=O)OC, CC(C)(C)[O-], [K+], CN(C)C=O, c1ccc2[nH]ccc2c1. Product: Cn1ccc2ccccc21. RXN SMILES: [C:16]([O:17][CH3:18])(=[O:19])[C:20]([O:21][CH3:22])=[O:23].[CH3:1][C:2]([CH3:3])([O-:4])[CH3:5].[K+:6].[O:24]=[CH:25][N:26]([CH3:27])[CH3:28].[nH:7]1[cH:8][cH:9][c:10]2[cH:11][cH:12][cH:13][cH:14][c:15]12>>[CH3:1][n:7]1[cH:8][cH:9][c:10]2[cH:11][cH:12][cH:13][cH:14][c:15]12. The reactants are Cc1ccc(Nc2nccc(-c3cccnc3)n2)cc1NC(=O)c1ccc(CN2CCCN(C)CC2)cc1, CS(=O)(=O)O, CCO. The product is Cc1ccc(Nc2nccc(-c3cccnc3)n2)cc1NC(=O)c1ccc(CN2CCCN(C)CC2)cc1, CS(=O)(=O)O. RXN SMILES: [CH3:1][N:2]1[CH2:3][CH2:4][N:5]([CH2:9][c:10]2[cH:11][cH:12][c:13]([C:14](=[O:15])[NH:16][c:17]3[c:18]([CH3:36])[cH:19][cH:20][c:21]([NH:23][c:24]4[n:25][cH:26][cH:27][c:28](-[c:30]5[cH:31][n:32][cH:33][cH:34][cH:35]5)[n:29]4)[cH:22]3)[cH:37][cH:38]2)[CH2:6][CH2:7][CH2:8]1.[CH3:39][S:40]([OH:41])(=[O:42])=[O:43].[CH3:44][CH2:45][OH:46]>>[CH3:1][N:2]1[CH2:3][CH2:4][N:5]([CH2:9][c:10]2[cH:11][cH:12][c:13]([C:14](=[O:15])[NH:16][c:17]3[c:18]([CH3:36])[cH:19][cH:20][c:21]([NH:23][c:24]4[n:25][cH:26][cH:27][c:28](-[c:30]5[cH:31][n:32][cH:33][cH:34][cH:35]5)[n:29]4)[cH:22]3)[cH:37][cH:38]2)[CH2:6][CH2:7][CH2:8]1.[CH3:39][S:40](=[O:41])(=[O:42])[OH:43]. Starting materials: ClC1=CC=C(C(=O)NNC(=O)NC)C=C1 (2-(4-chlorobenzoyl)-N-methylhydrazinecarboxamide), C(CC(O)(C(=O)O)CC(=O)O)(=O)O (citric acid). Solvent: [OH-].[Na+] (sodium hydroxide). The product is ClC1=CC=C(C=C1)C=1N(C(NN1)=O)C (5-(4-chlorophenyl)-4-methyl-2,4-dihydro-3H-1,2,4-triazol-3-one). Reaction SMILES: [Cl:1][C:2]1[CH:15]=[CH:14][C:5]([C:6]([NH:8][NH:9][C:10]([NH:12][CH3:13])=[O:11])=O)=[CH:4][CH:3]=1.C(O)(=O)CC(CC(O)=O)(C(O)=O)O>[OH-].[Na+]>[Cl:1][C:2]1[CH:15]=[CH:14][C:5]([C:6]2[N:12]([CH3:13])[C:10](=[O:11])[NH:9][N:8]=2)=[CH:4][CH:3]=1 |f:2.3|. Procedure details: 400 mg (1.78 mmol) of 2-(4-chlorobenzoyl)-N-methylhydrazinecarboxamide from Example 34A are heated under reflux overnight in 7 ml 3 N aqueous sodium hydroxide. After cooling, it is adjusted to pH ca. 11 with aqueous citric acid solution and the resulting precipitate filtered off, washed with water and dried in vacuo. 350 mg (95% of theory) of the target compound are thus obtained. The reactants are [H][H] (hydrogen), C(C)(C)(C)OC(C[C@@H](C(OCC)OCC)NS(=O)(=O)C1=C(C=C(C=C1)NC(C)=O)OCC1=CC=CC=C1)=O ((S)-3-(4-Acetylamino-2-benzyloxy-benzenesulfonylamino)-4,4-diethoxy-butyric acid tert-butyl ester), [H][H] (hydrogen). The reagents and catalysts are [Pd] (Pd/C), [Pd] (Pd/C). Solvent: O1CCCC1 (tetrahydrofuran). The product is C(C)(C)(C)OC(C[C@@H](C(OCC)OCC)NS(=O)(=O)C1=C(C=C(C=C1)NC(C)=O)O)=O ((S)-3-(4-acetylamino-2-hydroxy-benzenesulfonylamino)-4,4-diethoxy-butyric acid tert-butyl ester). Yield: 98.3%. As a reaction SMILES: [C:1]([O:5][C:6](=[O:38])[CH2:7][C@H:8]([NH:16][S:17]([C:20]1[CH:25]=[CH:24][C:23]([NH:26][C:27](=[O:29])[CH3:28])=[CH:22][C:21]=1[O:30]CC1C=CC=CC=1)(=[O:19])=[O:18])[CH:9]([O:13][CH2:14][CH3:15])[O:10][CH2:11][CH3:12])([CH3:4])([CH3:3])[CH3:2].[H][H]>[Pd].O1CCCC1>[C:1]([O:5][C:6](=[O:38])[CH2:7][C@H:8]([NH:16][S:17]([C:20]1[CH:25]=[CH:24][C:23]([NH:26][C:27](=[O:29])[CH3:28])=[CH:22][C:21]=1[OH:30])(=[O:19])=[O:18])[CH:9]([O:10][CH2:11][CH3:12])[O:13][CH2:14][CH3:15])([CH3:3])([CH3:4])[CH3:2]. Procedure: 11.4 g (20.7 mmol) (S)-3-(4-Acetylamino-2-benzyloxy-benzenesulfonylamino)-4,4-diethoxy-butyric acid tert-butyl ester, 1 g 20% Pd/C, and 100 mL tetrahydrofuran was shaken under a 50 psi hydrogen atmosphere for 19 h. TLC analysis indicated incomplete reaction, so an additional 1 g 20% Pd/C was added and the reaction shaken an additional 20 h under a 50 psig hydrogen atmosphere. TLC showed complete reaction. The catalyst was filtered and the resulting solution was concentrated to give an oil. The p... Reactants: BrCc1ccc2ocnc2c1, O=C([O-])[O-], [K+], [K+], COC(=O)CCC(C(N)=O)N1Cc2c(O)cccc2C1=O, CN(C)C=O. Product: COC(=O)CCC(C(N)=O)N1Cc2c(OCc3ccc4ocnc4c3)cccc2C1=O. Reaction SMILES: [Br:7][CH2:8][c:9]1[cH:10][cH:11][c:12]2[c:13]([n:14][cH:15][o:16]2)[cH:17]1.[C:1](=[O:2])([O-:3])[O-:4].[K+:5].[K+:6].[NH2:18][C:19]([CH:20]([CH2:21][CH2:22][C:23](=[O:24])[O:25][CH3:26])[N:27]1[C:28](=[O:37])[c:29]2[cH:30][cH:31][cH:32][c:33]([OH:36])[c:34]2[CH2:35]1)=[O:38].[O:39]=[CH:40][N:41]([CH3:42])[CH3:43]>>[CH2:8]([c:9]1[cH:10][cH:11][c:12]2[c:13]([n:14][cH:15][o:16]2)[cH:17]1)[O:36][c:33]1[cH:32][cH:31][cH:30][c:29]2[c:34]1[CH2:35][N:27]([CH:20]([C:19]([NH2:18])=[O:38])[CH2:21][CH2:22][C:23](=[O:24])[O:25][CH3:26])[C:28]2=[O:37].